From a dataset of the Open Reaction Database (ORD), a public repository of structured organic reaction records. describe an organic reaction: reactants, conditions, products, and yield The reactants are Cl.C1OC=2C=C(OC[C@@H]3CNCC[C@H]3C3=CC=C(C=C3)[N+](=O)[O-])C=CC2O1 ((+)trans-3-(3,4-methylenedioxyphenoxymethyl)-4-(4-nitrophenyl)piperidine, hydrochloride), C(=O)([O-])[O-].[K+].[K+] (K2CO3), BrCCCCC (1-bromopentane). Run in C(C)O (ethanol). Yields the product Cl.C1OC=2C=C(OC[C@@H]3CN(CC[C@H]3C3=CC=C(C=C3)[N+](=O)[O-])CCCCC)C=CC2O1 ((+)trans-3-(3,4-methylenedioxyphenoxymethyl)-4-(4-nitrophenyl)-1-pentylpiperidine, hydrochloride). RXN SMILES: [ClH:1].[CH2:2]1[O:27][C:26]2[CH:25]=[CH:24][C:6]([O:7][CH2:8][C@H:9]3[C@H:14]([C:15]4[CH:20]=[CH:19][C:18]([N+:21]([O-:23])=[O:22])=[CH:17][CH:16]=4)[CH2:13][CH2:12][NH:11][CH2:10]3)=[CH:5][C:4]=2[O:3]1.C([O-])([O-])=O.[K+].[K+].Br[CH2:35][CH2:36][CH2:37][CH2:38][CH3:39]>C(O)C>[ClH:1].[CH2:2]1[O:27][C:26]2[CH:25]=[CH:24][C:6]([O:7][CH2:8][C@H:9]3[C@H:14]([C:15]4[CH:16]=[CH:17][C:18]([N+:21]([O-:23])=[O:22])=[CH:19][CH:20]=4)[CH2:13][CH2:12][N:11]([CH2:35][CH2:36][CH2:37][CH2:38][CH3:39])[CH2:10]3)=[CH:5][C:4]=2[O:3]1 |f:0.1,2.3.4,7.8|. Reported procedure: Compound (6) (1 g) was dissolved in abs. ethanol (50 ml). K2CO3 (0.7 g) and 1-bromopentane (0.63 ml) were added. Reflux for 6 h, filtering and evaporation to dryness gave a crystalline mass which was extracted with NaOH(4N)ether. The etheral layer was dried, evaporated and purified on a silica gel column using CH2Cl2 /CH3OH 9/1 as eluent. Precipitated as the hydrochloride from acetone/ether. Yield 0.5 g. M.p. 57° C. The reactants are C1(CC1)COC1=C(C=CC=C1OC)/C=C/C=1N=C2N(C(C1I)=O)C=CS2 (7-{(E)-2-[2-(Cyclopropylmethoxy)-3-methoxyphenyl]vinyl}-6-iodo-5H-[1,3]thiazolo[3,2-a]pyrimidin-5-one), C1(CC1)COC1=C(C=CC=C1OC)/C=C/C=1N=C2N(C(C1I)=O)C=CS2 (7-{(E)-2-[2-(Cyclopropylmethoxy)-3-methoxyphenyl]vinyl}-6-iodo-5H-[1,3]thiazolo[3,2-a]pyrimidin-5-one), C(C1=CC=CC=C1)=O (benzaldehyde), [H-].[Na+] (NaH). The solvent is CS(=O)C (DMSO). The product is CC(COC1=C(C=CC=C1OC)/C=C/C=1N=C2N(C(C1)=O)C=CS2)(C)C (7-{(E)-2-[2-(2,2-Dimethylpropoxy)-3-methoxyphenyl]vinyl}-5H-[1,3]thiazolo-[3,2-a]pyrimidin-5-one). Isolated yield 177.0%. As a reaction SMILES: [CH:1]1([CH2:4][O:5][C:6]2[C:11]([O:12][CH3:13])=[CH:10][CH:9]=[CH:8][C:7]=2/[CH:14]=[CH:15]/[C:16]2[N:17]=[C:18]3[S:26][CH:25]=[CH:24][N:19]3[C:20](=[O:23])[C:21]=2I)[CH2:3][CH2:2]1.[CH:27](=O)C1C=CC=CC=1.[H-].[Na+]>CS(C)=O>[CH3:2][C:1]([CH3:3])([CH3:27])[CH2:4][O:5][C:6]1[C:11]([O:12][CH3:13])=[CH:10][CH:9]=[CH:8][C:7]=1/[CH:14]=[CH:15]/[C:16]1[N:17]=[C:18]2[S:26][CH:25]=[CH:24][N:19]2[C:20](=[O:23])[CH:21]=1 |f:2.3|. Procedure: This compound was prepared using Step 2 intermediate from Intermediate 2 (1.00 g, 2.160 mmol), [2-(2,2-dimethylpropoxy)-3-methoxy)]benzaldehyde (527 mg, 2.316 mmol) and NaH (92 mg, 2.685 mmol) in dry DMSO (10 ml) according to the procedure outlined in Intermediate 2, Step 3 to yield a crude residue which was purified by column chromatography using 2% ethyl acetate in chloroform to afford the 1.416 g of the desired compound as a white solid: 1H NMR (300 MHz, DMSO-d6) 1.08 (s, 9H), 3.56 (s, 2H), 3... Starting materials: C(#N)C1=CC=C(C=C1)OCC=C (allyl 4-cyanophenyl ether), C1(=CC=CC=C1)OC1=CC=CC=C1 (diphenylether), C(C)OCC (diethyl ether). The product is C(C=C)C1=C(C=CC(=C1)C#N)O (2-allyl-4-cyanophenol). RXN SMILES: [C:1]([C:3]1[CH:8]=[CH:7][C:6]([O:9]CC=C)=[CH:5][CH:4]=1)#[N:2].C(OCC)C.[C:18]1(OC2C=CC=CC=2)[CH:23]=CC=C[CH:19]=1>>[CH2:23]([C:5]1[CH:4]=[C:3]([C:1]#[N:2])[CH:8]=[CH:7][C:6]=1[OH:9])[CH:18]=[CH2:19]. Procedure: A solution of allyl 4-cyanophenyl ether (12 g) in diphenylether (20 ml) was heated at 260° C. for 30 minutes. The reaction mixture was cooled to ambient temperature, diethyl ether was added and the mixture was extracted with 1M aqueous sodium hydroxide solution. The aqueous phase was separated, acidified with 2M aqueous hydrochloric acid solution and extracted with diethyl ether. The organic phase was separated, dried (MgSO4) and evaporated to give 2-allyl-4-cyanophenol as a solid (11.4 g), m.p.... Starting materials: C1COCCO1, CCCC(C(=O)OC)n1c(=O)c2ccccc2n(Cc2cn(C)c3cc(C)cc(C)c23)c1=O, [Li+], [OH-], O. The product is CCCC(C(=O)O)n1c(=O)c2ccccc2n(Cc2cn(C)c3cc(C)cc(C)c23)c1=O. Reaction SMILES: [CH2:36]1[O:37][CH2:38][CH2:39][O:40][CH2:41]1.[CH3:1][O:2][C:3]([CH:4]([CH2:5][CH2:6][CH3:7])[n:8]1[c:9](=[O:32])[n:10]([CH2:19][c:20]2[cH:21][n:22]([CH3:31])[c:23]3[cH:24][c:25]([CH3:30])[cH:26][c:27]([CH3:29])[c:28]23)[c:11]2[cH:12][cH:13][cH:14][cH:15][c:16]2[c:17]1=[O:18])=[O:33].[Li+:35].[OH-:34].[OH2:42]>>[O:2]=[C:3]([CH:4]([CH2:5][CH2:6][CH3:7])[n:8]1[c:9](=[O:32])[n:10]([CH2:19][c:20]2[cH:21][n:22]([CH3:31])[c:23]3[cH:24][c:25]([CH3:30])[cH:26][c:27]([CH3:29])[c:28]23)[c:11]2[cH:12][cH:13][cH:14][cH:15][c:16]2[c:17]1=[O:18])[OH:33]. Reactants: BrC1=NN(C=N1)C1=CC=C(C=C1)OC(F)(F)F (3-bromo-1-(4-(trifluoromethoxy)phenyl)-1H-1,2,4-triazole), FC1=C(C=O)C=CC(=C1)B1OC(C(O1)(C)C)(C)C (2-fluoro-4-(4,4,5,5-tetramethyl-1,3,2-dioxaborolan-2-yl)benzaldehyde). Yields the product FC1=C(C=O)C=CC(=C1)C1=NN(C=N1)C1=CC=C(C=C1)OC(F)(F)F (2-fluoro-4-(1-(4-(trifluoromethoxy)phenyl)-1H-1,2,4-triazol-3-yl)benzaldehyde), solid. The yield is 47.0%. As a reaction SMILES: Br[C:2]1[N:6]=[CH:5][N:4]([C:7]2[CH:12]=[CH:11][C:10]([O:13][C:14]([F:17])([F:16])[F:15])=[CH:9][CH:8]=2)[N:3]=1.[F:18][C:19]1[CH:26]=[C:25](B2OC(C)(C)C(C)(C)O2)[CH:24]=[CH:23][C:20]=1[CH:21]=[O:22]>>[F:18][C:19]1[CH:26]=[C:25]([C:2]2[N:6]=[CH:5][N:4]([C:7]3[CH:12]=[CH:11][C:10]([O:13][C:14]([F:17])([F:16])[F:15])=[CH:9][CH:8]=3)[N:3]=2)[CH:24]=[CH:23][C:20]=1[CH:21]=[O:22]. Procedure details: The title compound was prepared as described in Example 86 using 3-bromo-1-(4-(trifluoromethoxy)phenyl)-1H-1,2,4-triazole (C1) and 2-fluoro-4-(4,4,5,5-tetramethyl-1,3,2-dioxaborolan-2-yl)benzaldehyde (CB5) and isolated as a white solid (0.569 g, 47%): 1H NMR (400 MHz, CDCl3) δ 10.42 (d, J=0.7 Hz, 1H), 8.61 (s, 1H), 8.12 (ddd, J=8.1, 1.5, 0.8 Hz, 1H), 8.05-7.95 (m, 1H), 7.81 (d, J=9.0 Hz, 2H), 7.70 (d, J=9.0 Hz, 1H), 7.45-7.39 (m, 2H); ESIMS m/z 352 ([M+H]+).